This data is from the Open Reaction Database (ORD), a public repository of structured organic reaction records. The task is: describe an organic reaction: reactants, conditions, products, and yield Reactants: C(=O)([O-])[O-].[K+].[K+] (K2CO3), Cl (HCl), COC(C[C@@H]1COC2=C1C=CC(=C2)O[C@@H]2CCC1=C(C(=CC=C21)C(F)(F)F)CN2CCN(CC2)C(=O)OC(C)(C)C)=O ({(S)-6-[(R)-4-(4-tert-butoxycarbonyl-piperazin-1-ylmethyl)-5-trifluoromethyl-indan-1-yloxy]-2,3-dihydro-benzofuran-3-yl}-acetic acid methyl ester). The solvent is O1CCOCC1 (1,4-dioxane), ClCCl (dichloromethane). Run at time 2.5 hour. Yields the product COC(C[C@@H]1COC2=C1C=CC(=C2)O[C@@H]2CCC1=C(C(=CC=C21)C(F)(F)F)CN2CCNCC2)=O ({(S)-6-[(R)-4-piperazin-1-ylmethyl-5-trifluoromethyl-indan-1-yloxy]-2,3-dihydro-benzofuran-3-yl}-acetic acid methyl ester). Reaction SMILES: Cl.[CH3:2][O:3][C:4](=[O:43])[CH2:5][C@H:6]1[C:10]2[CH:11]=[CH:12][C:13]([O:15][C@H:16]3[C:24]4[C:19](=[C:20]([CH2:29][N:30]5[CH2:35][CH2:34][N:33](C(OC(C)(C)C)=O)[CH2:32][CH2:31]5)[C:21]([C:25]([F:28])([F:27])[F:26])=[CH:22][CH:23]=4)[CH2:18][CH2:17]3)=[CH:14][C:9]=2[O:8][CH2:7]1.C([O-])([O-])=O.[K+].[K+]>O1CCOCC1.ClCCl>[CH3:2][O:3][C:4](=[O:43])[CH2:5][C@H:6]1[C:10]2[CH:11]=[CH:12][C:13]([O:15][C@H:16]3[C:24]4[C:19](=[C:20]([CH2:29][N:30]5[CH2:31][CH2:32][NH:33][CH2:34][CH2:35]5)[C:21]([C:25]([F:26])([F:27])[F:28])=[CH:22][CH:23]=4)[CH2:18][CH2:17]3)=[CH:14][C:9]=2[O:8][CH2:7]1 |f:2.3.4|. Procedure details: 4 M HCl in 1,4-dioxane (5 mL) is added to a solution of {(S)-6-[(R)-4-(4-tert-butoxycarbonyl-piperazin-1-ylmethyl)-5-trifluoromethyl-indan-1-yloxy]-2,3-dihydro-benzofuran-3-yl}-acetic acid methyl ester (0.42 g) in dichloromethane (5 mL) at room temperature. The solution is stirred at room temperature for 2.5 h. The solution is basified with aqueous K2CO3 solution and extracted with dichloromethane. The combined extract is dried (Na2SO4) and concentrated to give the crude title compound that is u... The reactants are Cl.N1=CC=CC=C1 (pyridine hydrochloride), C(CCC)C1(C(C2=C(C(=C(C=C2C1)OC)Cl)Cl)=O)C1CCCC1 (2-butyl-6,7-dichloro-2-cyclopentyl-2,3-dihydro-5-methoxy-1H-inden-1-one). The solvent is CCOCC (ether). Conditions: temperature 190 celsius, time 2 hour. The product is C(CCC)C1(C(C2=C(C(=C(C=C2C1)O)Cl)Cl)=O)C1CCCC1 (2-butyl-6,7-dichloro-2-cyclopentyl-2,3-dihydro-5-hydroxy-1H-inden-1-one). Yield: 86.8%. RXN SMILES: Cl.N1C=CC=CC=1.[CH2:8]([C:12]1([CH:26]2[CH2:30][CH2:29][CH2:28][CH2:27]2)[CH2:20][C:19]2[C:14](=[C:15]([Cl:24])[C:16]([Cl:23])=[C:17]([O:21]C)[CH:18]=2)[C:13]1=[O:25])[CH2:9][CH2:10][CH3:11]>CCOCC>[CH2:8]([C:12]1([CH:26]2[CH2:30][CH2:29][CH2:28][CH2:27]2)[CH2:20][C:19]2[C:14](=[C:15]([Cl:24])[C:16]([Cl:23])=[C:17]([OH:21])[CH:18]=2)[C:13]1=[O:25])[CH2:9][CH2:10][CH3:11] |f:0.1|. Procedure details: To pyridine hydrochloride (50 g) fused at 190° C. was added 2-butyl-6,7-dichloro-2-cyclopentyl-2,3-dihydro-5-methoxy-1H-inden-1-one (6.6 g). The reaction mixture was stirred at 190° C. in an inert atmosphere for 11/2 hours then poured onto ice water. The resulting solid was dissolved in ether, washed with water, dried over MgSO4, evaporated at reduced pressure then triturated with hexane (50 ml) to give 5.5 g of 2-butyl-6,7-dichloro-2-cyclopentyl-2,3-dihydro-5-hydroxy-1H-inden-1-one, m.p. 159.5°... The reactants are CC(=O)O[BH-](OC(C)=O)OC(C)=O, CNC(=O)c1c(NC(=O)Cn2cc(C=O)c(C(C)(C)C)n2)sc2c1CCCC2, CN, CC(=O)O, [Na+], CN(C)C=O. The product is CNCc1cn(CC(=O)Nc2sc3c(c2C(=O)NC)CCCC3)nc1C(C)(C)C. As a reaction SMILES: [C:35]([O:36][BH-:37]([O:38][C:39](=[O:40])[CH3:41])[O:42][C:43](=[O:44])[CH3:45])(=[O:46])[CH3:47].[C:3]([CH3:4])([CH3:5])([CH3:6])[c:7]1[n:8][n:9]([CH2:14][C:15](=[O:16])[NH:17][c:18]2[c:19]([C:27](=[O:28])[NH:29][CH3:30])[c:20]3[c:21]([s:22]2)[CH2:23][CH2:24][CH2:25][CH2:26]3)[cH:10][c:11]1[CH:12]=[O:13].[CH3:1][NH2:2].[CH3:31][C:32](=[O:33])[OH:34].[Na+:48].[O:49]=[CH:50][N:51]([CH3:52])[CH3:53]>>[CH3:1][NH:2][CH2:12][c:11]1[c:7]([C:3]([CH3:4])([CH3:5])[CH3:6])[n:8][n:9]([CH2:14][C:15](=[O:16])[NH:17][c:18]2[c:19]([C:27](=[O:28])[NH:29][CH3:30])[c:20]3[c:21]([s:22]2)[CH2:23][CH2:24][CH2:25][CH2:26]3)[cH:10]1. Reactants: C1CCOC1, O=C(Cl)CCl, CC1(C)CC2CC(C)(CN2C(=O)c2ccc(N)cc2)C1. Product: CC1(C)CC2CC(C)(CN2C(=O)c2ccc(NC(=O)CCl)cc2)C1. RXN SMILES: [CH2:26]1[O:27][CH2:28][CH2:29][CH2:30]1.[Cl:21][CH2:22][C:23](=[O:24])[Cl:25].[NH2:1][c:2]1[cH:3][cH:4][c:5]([C:8](=[O:9])[N:10]2[CH:11]3[CH2:12][C:13]([CH3:19])([CH3:20])[CH2:14][C:15]([CH3:18])([CH2:16]2)[CH2:17]3)[cH:6][cH:7]1>>[NH:1]([c:2]1[cH:3][cH:4][c:5]([C:8](=[O:9])[N:10]2[CH:11]3[CH2:12][C:13]([CH3:19])([CH3:20])[CH2:14][C:15]([CH3:18])([CH2:16]2)[CH2:17]3)[cH:6][cH:7]1)[C:23]([CH2:22][Cl:21])=[O:24]. Yields the product BrC=1C=C(C=CC1C1CCCCC1)/C(=C/C(C)=O)/C ((E)-4-(3-Bromo-4-cyclohexyl-phenyl)-3-pentene-2-one). Run in CO (methanol). The reactants are BrC=1C=C(C=CC1C1CCCCC1)C(C)=O (3'-bromo-4'-cyclohexylacetophenone), C(C)O/C(=C/C(=O)OCC)/C (ethyl (E)-3-ethoxy-crotonate). RXN SMILES: [Br:1][C:2]1[CH:3]=[C:4]([C:14](=O)[CH3:15])[CH:5]=[CH:6][C:7]=1[CH:8]1[CH2:13][CH2:12][CH2:11][CH2:10][CH2:9]1.C([O:19]/[C:20](/[CH3:27])=[CH:21]/C(OCC)=O)C>CO>[Br:1][C:2]1[CH:3]=[C:4](/[C:14](/[CH3:15])=[CH:21]/[C:20](=[O:19])[CH3:27])[CH:5]=[CH:6][C:7]=1[CH:8]1[CH2:13][CH2:12][CH2:11][CH2:10][CH2:9]1. Isolated yield 69.0%. Reported procedure: (E)-4-(3-Bromo-4-cyclohexyl-phenyl)-3-pentene-2-one was prepared analogous to Example 52, from 3'-bromo-4'-cyclohexylacetophenone (b.p. 135°-138°C at 0.15 mm Hg; nD20 = 1.5740) an ethyl (E)-3-ethoxy-crotonate with a yield of 69% of theory. B.p. 170°-175°C at 0.3 mm Hg; m.p. 52°-53°C (from methanol). Starting materials: CO, Cl, COc1cc2c(Oc3ccc4[nH]c(C)cc4c3F)ncnc2cc1OCC1CCCN1C(=O)OC(C)(C)C, C1COCCO1. Yields the product COc1cc2c(Oc3ccc4[nH]c(C)cc4c3F)ncnc2cc1OCC1CCCN1. RXN SMILES: [CH3:46][OH:47].[ClH:39].[F:1][c:2]1[c:3]2[cH:4][c:5]([CH3:38])[nH:6][c:7]2[cH:8][cH:9][c:10]1[O:11][c:12]1[n:13][cH:14][n:15][c:16]2[cH:17][c:18]([O:24][CH2:25][CH:26]3[N:27]([C:31]([O:32][C:33]([CH3:34])([CH3:35])[CH3:36])=[O:37])[CH2:28][CH2:29][CH2:30]3)[c:19]([O:22][CH3:23])[cH:20][c:21]12.[O:40]1[CH2:41][CH2:42][O:43][CH2:44][CH2:45]1>>[F:1][c:2]1[c:3]2[cH:4][c:5]([CH3:38])[nH:6][c:7]2[cH:8][cH:9][c:10]1[O:11][c:12]1[n:13][cH:14][n:15][c:16]2[cH:17][c:18]([O:24][CH2:25][CH:26]3[NH:27][CH2:28][CH2:29][CH2:30]3)[c:19]([O:22][CH3:23])[cH:20][c:21]12. As a reaction SMILES: [CH3:20][CH2:21][CH2:22][NH2:23].[CH3:24][O:25][CH2:26][CH2:27][O:28][CH3:29].[NH2:1][c:2]1[n:3][c:4](-[c:14]2[cH:15][cH:16][cH:17][cH:18][cH:19]2)[c:5]([C:12]#[N:13])[c:6]([S:8]([CH3:9])(=[O:10])=[O:11])[n:7]1>>[NH2:1][c:2]1[n:3][c:4](-[c:14]2[cH:15][cH:16][cH:17][cH:18][cH:19]2)[c:5]([C:12]#[N:13])[c:6]([NH:23][CH2:22][CH2:21][CH3:20])[n:7]1. The reactants are CCCN, COCCOC, CS(=O)(=O)c1nc(N)nc(-c2ccccc2)c1C#N. Yields the product CCCNc1nc(N)nc(-c2ccccc2)c1C#N.